This data is from the Open Reaction Database (ORD), a public repository of structured organic reaction records. The task is: describe an organic reaction: reactants, conditions, products, and yield The reactants are ClCCl, CNC1Cc2cccc3[nH]c(=S)n(c23)C1, CO, O=C(O)C=CC(=O)O. The product is CNC1Cc2cccc3[nH]c(=S)n(c23)C1, O=C(O)CC(O)C(=O)O. As a reaction SMILES: [CH2:26]([Cl:27])[Cl:28].[CH3:11][NH:12][CH:13]1[CH2:14][n:15]2[c:16]3[c:17]([cH:18][cH:19][cH:20][c:21]3[CH2:22]1)[nH:23][c:24]2=[S:25].[CH3:9][OH:10].[OH:1][C:2](=[O:3])[CH:4]=[CH:5][C:6]([OH:7])=[O:8]>>[CH3:11][NH:12][CH:13]1[CH2:14][n:15]2[c:16]3[c:17]([cH:18][cH:19][cH:20][c:21]3[CH2:22]1)[nH:23][c:24]2=[S:25].[OH:1][C:2](=[O:3])[CH2:4][CH:5]([C:6]([OH:7])=[O:8])[OH:10]. Starting materials: C1COC2=C[C-]=CC=C2O1.[Mg+2].[Br-] (3,4-(ethylenedioxy)phenylmagnesium bromide), CON(C(=O)C1=CN(C2=NC(=CC=C2C1=O)C)CC1=NC(=CC=C1)Br)C (1-(6-Bromo-pyridin-2-ylmethyl)-7-methyl-4-oxo-1,4-dihydro-[1,8]naphthyridine-3-carboxylic acid methoxy-methyl-amide), [Cl-].[NH4+] (ammonium chloride). Run in C1CCOC1 (THF). Run at time 1 hour. Yields the product BrC1=CC=CC(=N1)CN1C=C(C(C2=CC=C(N=C12)C)=O)C(=O)C1=CC2=C(OCCO2)C=C1 (1-(6-Bromo-pyridin-2-ylmethyl)-3-(2,3-dihydro-benzo[1,4]dioxine-6-carbonyl)-7-methyl-1H-[1,8]naphthyridin-4-one). Yield: 38.0%. Reaction SMILES: [CH2:1]1[O:10][C:9]2[C:4](=[CH:5][C-:6]=[CH:7][CH:8]=2)[O:3][CH2:2]1.[Mg+2].[Br-].CON(C)[C:16]([C:18]1[C:27](=[O:28])[C:26]2[C:21](=[N:22][C:23]([CH3:29])=[CH:24][CH:25]=2)[N:20]([CH2:30][C:31]2[CH:36]=[CH:35][CH:34]=[C:33]([Br:37])[N:32]=2)[CH:19]=1)=[O:17].[Cl-].[NH4+]>C1COCC1>[Br:37][C:33]1[N:32]=[C:31]([CH2:30][N:20]2[C:21]3[C:26](=[CH:25][CH:24]=[C:23]([CH3:29])[N:22]=3)[C:27](=[O:28])[C:18]([C:16]([C:7]3[CH:6]=[CH:5][C:4]4[O:3][CH2:2][CH2:1][O:10][C:9]=4[CH:8]=3)=[O:17])=[CH:19]2)[CH:36]=[CH:35][CH:34]=1 |f:0.1.2,4.5|. Procedure: 0.896 mL of 3,4-(ethylenedioxy)phenylmagnesium bromide (0.448 mmol, 0.5M in THF) was added to 85 mg (0.204 mmol) of 1-(6-Bromo-pyridin-2-ylmethyl)-7-methyl-4-oxo-1,4-dihydro-[1,8]naphthyridine-3-carboxylic acid methoxy-methyl-amide dissolved in 1 mL of THF and the reaction was stirred at room temperature for 1 hour. Saturated ammonium chloride was added and the aqueous layer was extracted with dichloromethane (3×10 mL). The combined organic layers were dried over magnesium sulfate, filtered and ... Reactants: NC1CCCC1, O=C(O)c1cccc(-c2nc(N3CCOCC3)nc3c2CCN3c2cccnc2)c1. Product: O=C(NC1CCCC1)c1cccc(-c2nc(N3CCOCC3)nc3c2CCN3c2cccnc2)c1. RXN SMILES: [CH:31]1([NH2:36])[CH2:32][CH2:33][CH2:34][CH2:35]1.[O:1]1[CH2:2][CH2:3][N:4]([c:7]2[n:8][c:9](-[c:22]3[cH:23][c:24]([C:25](=[O:26])[OH:27])[cH:28][cH:29][cH:30]3)[c:10]3[c:11]([n:12]2)[N:13]([c:16]2[cH:17][n:18][cH:19][cH:20][cH:21]2)[CH2:14][CH2:15]3)[CH2:5][CH2:6]1>>[O:1]1[CH2:2][CH2:3][N:4]([c:7]2[n:8][c:9](-[c:22]3[cH:23][c:24]([C:25](=[O:27])[NH:36][CH:31]4[CH2:32][CH2:33][CH2:34][CH2:35]4)[cH:28][cH:29][cH:30]3)[c:10]3[c:11]([n:12]2)[N:13]([c:16]2[cH:17][n:18][cH:19][cH:20][cH:21]2)[CH2:14][CH2:15]3)[CH2:5][CH2:6]1. The reactants are [OH-].[Na+] (sodium hydroxide), O1C(CCCC1)ON1C([C@@H]([C@@H]1C)CC1CCC(CC1)C1=CC=CC=C1)=O ((3R,4S)-1-(2-tetrahydropyranyloxy)-3-(4-phenylcyclohexylmethyl)-4-methylazetidin-2-one), O (water), S(=O)(=O)(O)[O-].[Na+] (sodium hydrogen sulfate), [OH-].[Na+] (sodium hydroxide), O (Water). Run in O1CCOCC1 (dioxane), CCOC(=O)C (EtOAc). Run at time 18 hour. Yields the product C1(=CC=CC=C1)C1CCC(CC1)C[C@@H](C(=O)O)[C@H](C)NOC1OCCCC1 ((2R,3S)-2-(4-phenylcyclohexylmethyl)-3-(2-tetrahydropyranyloxyamino)butanoic acid). The yield is 92.0%. As a reaction SMILES: [OH-].[Na+].[O:3]1[CH2:8][CH2:7][CH2:6][CH2:5][CH:4]1[O:9][N:10]1[C@@H:13]([CH3:14])[C@@H:12]([CH2:15][CH:16]2[CH2:21][CH2:20][CH:19]([C:22]3[CH:27]=[CH:26][CH:25]=[CH:24][CH:23]=3)[CH2:18][CH2:17]2)[C:11]1=[O:28].O.S([O-])(O)(=O)=[O:31].[Na+]>O1CCOCC1.CCOC(C)=O>[C:22]1([CH:19]2[CH2:20][CH2:21][CH:16]([CH2:15][C@H:12]([C@@H:13]([NH:10][O:9][CH:4]3[CH2:5][CH2:6][CH2:7][CH2:8][O:3]3)[CH3:14])[C:11]([OH:28])=[O:31])[CH2:17][CH2:18]2)[CH:27]=[CH:26][CH:25]=[CH:24][CH:23]=1 |f:0.1,4.5|. Procedure details: A solution of 3 N sodium hydroxide (18.7 mL) is added dropwise to a solution of (3R,4S)-1-(2-tetrahydropyranyloxy)-3-(4-phenylcyclohexylmethyl)-4-methylazetidin-2-one (3.6 g, 0.010 mol) in dioxane (50 mL) at 25° C. and the mixture is stirred for 18 h. Water (10 mL) is added to the reaction mixture and an additional 5 mL of 3 N sodium hydroxide is added dropwise and the mixture is stirred an additional 8 h. The reaction mixture is mixed with water (200 mL), 1 M sodium hydrogen sulfate (60 mL) and...